From a dataset of the Open Reaction Database (ORD), a public repository of structured organic reaction records. describe an organic reaction: reactants, conditions, products, and yield The reactants are O=C(Cl)c1ccccc1, COC(=O)OC, [Cl-], [Li+], O=S1(=O)CCCC1. The product is COC(=O)c1ccccc1. RXN SMILES: [C:1]([c:2]1[cH:3][cH:4][cH:5][cH:6][cH:7]1)([Cl:8])=[O:9].[CH3:10][O:11][C:12]([O:14][CH3:13])=[O:15].[Cl-:17].[Li+:16].[S:18]1(=[O:23])(=[O:24])[CH2:19][CH2:20][CH2:21][CH2:22]1>>[c:2]1([C:12]([O:11][CH3:10])=[O:14])[cH:3][cH:4][cH:5][cH:6][cH:7]1. The reactants are O1CCN(C=2C=CC=C(SC)C2)CC1. Reagents/catalysts: FC(F)(F)C1OB(OC1)C=2C=CC=CC2C=3C=NC(=CC3)C4=NC=CC=C4, O1B(OC(C)(C)C1(C)C)B2OC(C)(C)C(O2)(C)C, C[OH2+].C[OH2+].C1CC=CCCC=C1.C1CC=CCCC=C1.[Ir].[Ir]. Solvent: C=1C=C(C=CC1C)C. Run at temperature 55 celsius, time 24 hour. Yields the product O1B(OC(C)(C)C1(C)C)C2=CC=C(C=C2SC)N3CCOCC3. Isolated yield 73.0%. Procedure: Ligand 3f: A mixture of ortho- and meta-borylated products (122 mg, 73% yield, ortho/meta + para = >30); ortho-borylated product 4u was obtained by further purification by GPC (102 mg, 61% yield), white solid (mp. 92-94 oC); The reactants are Cc1cc(N)ccc1C(C)C, O=Cc1cccc(C(=O)O)c1, CCN(C(C)C)C(C)C, O=C(Cl)C(=O)Cl, ClCCl, Cl, CN(C)C=O. The product is Cc1cc(NC(=O)c2cccc(C=O)c2)ccc1C(C)C. RXN SMILES: [CH:18]([CH3:19])([CH3:20])[c:21]1[c:22]([CH3:28])[cH:23][c:24]([NH2:25])[cH:26][cH:27]1.[CH:1](=[O:2])[c:3]1[cH:4][c:5]([C:6](=[O:7])[OH:8])[cH:9][cH:10][cH:11]1.[CH:30]([N:31]([CH:32]([CH3:33])[CH3:34])[CH2:35][CH3:36])([CH3:37])[CH3:38].[Cl:12][C:13]([C:14]([Cl:15])=[O:16])=[O:17].[Cl:39][CH2:40][Cl:41].[ClH:29].[O:42]=[CH:43][N:44]([CH3:45])[CH3:46]>>[CH:1](=[O:2])[c:3]1[cH:4][c:5]([C:6](=[O:8])[NH:25][c:24]2[cH:23][c:22]([CH3:28])[c:21]([CH:18]([CH3:19])[CH3:20])[cH:27][cH:26]2)[cH:9][cH:10][cH:11]1. The reactants are COc1cc(N=C=O)cc(OC)c1OC, CN(C)c1ccncc1, ClCCl, Cc1onc2c1c(=O)n(C1C=CC(N)C1)c1cccc(Cl)c21. Yields the product COc1cc(NC(=O)NC2C=CC(n3c(=O)c4c(C)onc4c4c(Cl)cccc43)C2)cc(OC)c1OC. RXN SMILES: [CH3:23][O:24][c:25]1[cH:26][c:27]([N:35]=[C:36]=[O:37])[cH:28][c:29]([O:33][CH3:34])[c:30]1[O:31][CH3:32].[CH3:41][N:42]([c:43]1[cH:44][cH:45][n:46][cH:47][cH:48]1)[CH3:49].[Cl:38][CH2:39][Cl:40].[NH2:1][CH:2]1[CH:3]=[CH:4][CH:5]([n:7]2[c:8](=[O:22])[c:9]3[c:10]([c:11]4[c:12]([Cl:17])[cH:13][cH:14][cH:15][c:16]24)[n:18][o:19][c:20]3[CH3:21])[CH2:6]1>>[NH:1]([CH:2]1[CH:3]=[CH:4][CH:5]([n:7]2[c:8](=[O:22])[c:9]3[c:10]([c:11]4[c:12]([Cl:17])[cH:13][cH:14][cH:15][c:16]24)[n:18][o:19][c:20]3[CH3:21])[CH2:6]1)[C:36]([NH:35][c:27]1[cH:26][c:25]([O:24][CH3:23])[c:30]([O:31][CH3:32])[c:29]([O:33][CH3:34])[cH:28]1)=[O:37]. Reactants: O1CCCC1 (tetrahydrofuran), dimethyl ester, ClC1=CC=C(C=C1)C(CCC(=O)O)(CCC(=O)O)C#N (4-(p-chlorophenyl)-4-cyanopimelic acid), C(#N)C(CCC(=O)O)(CCC(=O)O)C1=C(C=CC=C1)C (4-cyano-4-(o-tolyl)pimelic acid), dimethyl ester, CC(C)([O-])C.[K+] (potassium tert-butoxide). Run in C(C)(=O)O (acetic acid). The product is C(=O)(OC)C1C(CCC(C1)(C1=C(C=CC=C1)C)C#N)=O (2-carbomethoxy-4-cyano-4-(o-tolyl)cyclohexanone). The yield is 93.0%. As a reaction SMILES: [C:1]([C:3]([C:14]1[CH:19]=[CH:18][CH:17]=[CH:16][C:15]=1[CH3:20])([CH2:9][CH2:10][C:11]([OH:13])=O)[CH2:4][CH2:5][C:6]([OH:8])=[O:7])#[N:2].Cl[C:22]1C=CC(C(C#N)(CCC(O)=O)CCC(O)=O)=CC=1.O1CCCC1.CC(C)([O-])C.[K+]>C(O)(=O)C>[C:6]([CH:5]1[CH2:4][C:3]([C:1]#[N:2])([C:14]2[CH:19]=[CH:18][CH:17]=[CH:16][C:15]=2[CH3:20])[CH2:9][CH2:10][C:11]1=[O:13])([O:8][CH3:22])=[O:7] |f:3.4|. Procedure details: Following the procedure of Example 1, Part B, but substituting 21.76 gm. (0.0715 mole) of the dimethyl ester of 4-cyano-4-(o-tolyl)pimelic acid (prepared in Part A, above) for the 34.97 gm. of the dimethyl ester of 4-(p-chlorophenyl)-4-cyanopimelic acid and using 460 ml. of the tetrahydrofuran, 16.3 gm. (0.145 mole) of the potassium tert-butoxide, and 115 ml. of the 2.5 N aqueous acetic acid instead of the 700 ml., the 24.4 gm. and the 175 ml., respectively, there is prepared 18.0 gm. (93% yield... The reactants are C(=O)C1=CC=C2C3N(C4=C(CN21)C=CC=C4)C(C(N(C3)C)=O)=O (12-formyl-2-methyl-3,4-dioxo-1,3,4,14b-tetrahydro-10H-pyrazino[1,2-a]pyrrolo[2,1-c][1,4]benzodiazepine), B#B (diborane). The product is CN1CC2N(C3=C(CN4C2=CC=C4C)C=CC=C3)CC1 (2,12-dimethyl-1,3,4,14b-tetrahydro-10H-pyrazino[1,2-a]pyrrolo[2,1-c][1,4]benzodiazepine). RXN SMILES: [CH:1]([C:3]1[N:12]2[C:6]([CH:7]3[CH2:20][N:19]([CH3:21])[C:18](=O)[C:17](=O)[N:8]3[C:9]3[CH:16]=[CH:15][CH:14]=[CH:13][C:10]=3[CH2:11]2)=[CH:5][CH:4]=1)=O.B#B>>[CH3:21][N:19]1[CH2:18][CH2:17][N:8]2[C:9]3[CH:16]=[CH:15][CH:14]=[CH:13][C:10]=3[CH2:11][N:12]3[C:3]([CH3:1])=[CH:4][CH:5]=[C:6]3[CH:7]2[CH2:20]1. Reported procedure: According to the method illustrated by Examples 1 and 2, the 12-formyl-2-methyl-3,4-dioxo-1,3,4,14b-tetrahydro-10H-pyrazino[1,2-a]pyrrolo[2,1-c][1,4]benzodiazepine is reduced with diborane, to yield the 2,12-dimethyl-1,3,4,14b-tetrahydro-10H-pyrazino[1,2-a]pyrrolo[2,1-c][1,4]benzodiazepine, which is converted into its monomaleate melting at 173°-175°. Starting materials: CCOC(=O)N1c2ccc(OC)nc2C(Nc2ncc(S(=O)(=O)CCC(=O)OC)c(Cc3cc(C(F)(F)F)cc(C(F)(F)F)c3)n2)CC1CC, CCOC(C)=O, CCO, Cl, [Na+], [OH-]. As a reaction SMILES: [CH2:1]([CH3:2])[O:3][C:4](=[O:5])[N:6]1[CH:7]([CH2:49][CH3:50])[CH2:8][CH:9]([NH:18][c:19]2[n:20][cH:21][c:22]([S:40](=[O:41])(=[O:42])[CH2:43][CH2:44][C:45]([O:46][CH3:47])=[O:48])[c:23]([CH2:25][c:26]3[cH:27][c:28]([C:36]([F:37])([F:38])[F:39])[cH:29][c:30]([C:32]([F:33])([F:34])[F:35])[cH:31]3)[n:24]2)[c:10]2[n:11][c:12]([O:16][CH3:17])[cH:13][cH:14][c:15]21.[CH3:54][CH2:55][O:56][C:57](=[O:58])[CH3:59].[CH3:60][CH2:61][OH:62].[ClH:53].[Na+:52].[OH-:51]>>[CH2:1]([CH3:2])[O:3][C:4](=[O:5])[N:6]1[CH:7]([CH2:49][CH3:50])[CH2:8][CH:9]([NH:18][c:19]2[n:20][cH:21][c:22]([S:40]([OH:41])(=[O:42])=[O:56])[c:23]([CH2:25][c:26]3[cH:27][c:28]([C:36]([F:37])([F:38])[F:39])[cH:29][c:30]([C:32]([F:33])([F:34])[F:35])[cH:31]3)[n:24]2)[c:10]2[n:11][c:12]([O:16][CH3:17])[cH:13][cH:14][c:15]21. The product is CCOC(=O)N1c2ccc(OC)nc2C(Nc2ncc(S(=O)(=O)O)c(Cc3cc(C(F)(F)F)cc(C(F)(F)F)c3)n2)CC1CC.